This data is from the Open Reaction Database (ORD), a public repository of structured organic reaction records. The task is: describe an organic reaction: reactants, conditions, products, and yield Reactants: C(C)(C)C1=C(C(=CC(=C1)C(C)C)C(C)C)S(=O)(=O)N/N=C(\C)/C(C)C ((E)-2,4,6-triisopropyl-N′-(3-methylbutan-2-ylidene)benzenesulfonohydrazide), C(C)(C)C1=C(C(=CC(=C1)C(C)C)C(C)C)S(=O)(=O)N/N=C(\C)/C(C)C ((E)-2,4,6-triisopropyl-N′-(3-methylbutan-2-ylidene)benzenesulfonohydrazide), [Si](C)(C)(C(C)(C)C)OC[C@H](C=C)N(C(OC(C)(C)C)=O)CC(=O)N(C)OC ((S)-tert-butyl 1-(tert-butyldimethylsilyloxy)but-3-en-2-yl(2-(methoxy(methyl)amino)-2-oxoethyl)carbamate), [Si](C)(C)(C(C)(C)C)OC[C@H](C=C)N(C(OC(C)(C)C)=O)CC(=O)N(C)OC ((S)-tert-butyl 1-(tert-butyldimethylsilyloxy)but-3-en-2-yl(2-(methoxy(methyl)amino)-2-oxoethyl)carbamate), C(CCC)[Li] (n-butyllithium). Solvent: CCCCCC (hexane), CN(C)CCN(C)C (TMEDA), CCCCCC (hexane). Conditions: temperature -78 celsius, time 30 minute. Yields the product [Si](C)(C)(C(C)(C)C)OC[C@H](C=C)N(C(OC(C)(C)C)=O)CC(C(C(C)C)=C)=O ((S)-tert-butyl 1-(tert-butyldimethylsilyloxy)but-3-en-2-yl(4-methyl-3-methylene-2-oxopentyl)carbamate). As a reaction SMILES: [CH:1]([C:4]1[CH:9]=C(C(C)C)C=C(C(C)C)[C:5]=1S(N/N=C(/C(C)C)\C)(=O)=O)(C)[CH3:2].C([Li])CCC.[Si:31]([O:38][CH2:39][C@@H:40]([N:43]([CH2:51][C:52](N(OC)C)=[O:53])[C:44](=[O:50])[O:45][C:46]([CH3:49])([CH3:48])[CH3:47])[CH:41]=[CH2:42])([C:34]([CH3:37])([CH3:36])[CH3:35])([CH3:33])[CH3:32]>CCCCCC.CN(CCN(C)C)C>[Si:31]([O:38][CH2:39][C@@H:40]([N:43]([CH2:51][C:52](=[O:53])[C:1](=[CH2:2])[CH:4]([CH3:9])[CH3:5])[C:44](=[O:50])[O:45][C:46]([CH3:48])([CH3:49])[CH3:47])[CH:41]=[CH2:42])([C:34]([CH3:35])([CH3:36])[CH3:37])([CH3:32])[CH3:33]. Reported procedure: To a suspension of (E)-2,4,6-triisopropyl-N′-(3-methylbutan-2-ylidene)benzenesulfonohydrazide (Intermediate 33, 8 g, 21.82 mmol) in hexane (65 mL) and TMEDA (6.50 mL) at −78° C. was added dropwise n-butyllithium (1.6M in hexanes) (34.1 mL, 54.56 mmol). The reaction mixture turned orange and was stirred for 30 minutes at −78° C., then was warmed to 0° C. and bubbling started immediately. The suspension became a yellow solution. After ˜15 minutes the bubbling stopped and (S)-tert-butyl 1-(tert-but... The reactants are CC(C)(C)c1ccc(OCC(=O)O)c(Br)n1, C1CCOC1, Cl, CS(=O)(=O)Nc1ccc(CN)cc1F. Yields the product CC(C)(C)c1ccc(OCC(=O)NCc2ccc(NS(C)(=O)=O)c(F)c2)c(Br)n1. As a reaction SMILES: [Br:16][c:17]1[n:18][c:19]([C:28]([CH3:29])([CH3:30])[CH3:31])[cH:20][cH:21][c:22]1[O:23][CH2:24][C:25](=[O:26])[OH:27].[CH2:32]1[O:33][CH2:34][CH2:35][CH2:36]1.[ClH:1].[F:2][c:3]1[cH:4][c:5]([CH2:6][NH2:7])[cH:8][cH:9][c:10]1[NH:11][S:12](=[O:13])(=[O:14])[CH3:15]>>[F:2][c:3]1[cH:4][c:5]([CH2:6][NH:7][C:25]([CH2:24][O:23][c:22]2[c:17]([Br:16])[n:18][c:19]([C:28]([CH3:29])([CH3:30])[CH3:31])[cH:20][cH:21]2)=[O:26])[cH:8][cH:9][c:10]1[NH:11][S:12](=[O:13])(=[O:14])[CH3:15]. Reaction SMILES: [C:1]([CH3:2])([CH3:3])([CH3:4])[Si:5]([O:6][CH:7]([CH2:8][NH:9][C:10]([CH2:11][c:12]1[cH:13][c:14]([C:15](=[O:16])[OH:17])[cH:18][cH:19][cH:20]1)([CH3:21])[CH3:22])[c:23]1[cH:24][c:25]([CH2:30][OH:31])[c:26]([OH:29])[cH:27][cH:28]1)([CH3:32])[CH3:33].[CH3:34][O:35][c:36]1[cH:37][c:38]([CH2:39][CH2:40][NH2:41])[cH:42][cH:43][cH:44]1>>[C:1]([CH3:2])([CH3:3])([CH3:4])[Si:5]([O:6][CH:7]([CH2:8][NH:9][C:10]([CH2:11][c:12]1[cH:13][c:14]([C:15](=[O:16])[NH:41][CH2:40][CH2:39][c:38]2[cH:37][c:36]([O:35][CH3:34])[cH:44][cH:43][cH:42]2)[cH:18][cH:19][cH:20]1)([CH3:21])[CH3:22])[c:23]1[cH:24][c:25]([CH2:30][OH:31])[c:26]([OH:29])[cH:27][cH:28]1)([CH3:32])[CH3:33]. Product: COc1cccc(CCNC(=O)c2cccc(CC(C)(C)NCC(O[Si](C)(C)C(C)(C)C)c3ccc(O)c(CO)c3)c2)c1. The reactants are CC(C)(Cc1cccc(C(=O)O)c1)NCC(O[Si](C)(C)C(C)(C)C)c1ccc(O)c(CO)c1, COc1cccc(CCN)c1. The reactants are ClC1=CC=CC2=C1C(N1[C@H](C=3N2C=NC3C(=O)OCC)CCC1)=O (ethyl (S)-8-chloro-11,12,13,13a-tetrahydro-9-oxo-9H-imidazo[1,5-a]pyrrolo[2,1-c][1,4]benzodiazepine-1-carboxylate), [C-]#N.[K+] (potassium cyanide), ClC1=C(CO)C=CC=C1 (2-chlorobenzyl alcohol). Run in C(Cl)Cl (methylene chloride). Run at time 90 hour. The product is ClC1=CC=CC2=C1C(N1[C@H](C=3N2C=NC3C(=O)OCC3=C(C=CC=C3)Cl)CCC1)=O (o-chlorobenzyl (S)-8-chloro-11,12,13,13a-tetrahydro-9-oxo-9H-imidazo[1,5-a]pyrrolo[2,1-c][1,4]benzodiazepine-1-carboxylate). Reaction SMILES: [Cl:1][C:2]1[C:7]2[C:8](=[O:24])[N:9]3[CH2:23][CH2:22][CH2:21][C@H:10]3[C:11]3[N:12]([CH:13]=[N:14][C:15]=3[C:16]([O:18][CH2:19][CH3:20])=[O:17])[C:6]=2[CH:5]=[CH:4][CH:3]=1.[C-]#N.[K+].[Cl:28][C:29]1C=[CH:35][CH:34]=[CH:33][C:30]=1CO>C(Cl)Cl>[Cl:1][C:2]1[C:7]2[C:8](=[O:24])[N:9]3[CH2:23][CH2:22][CH2:21][C@H:10]3[C:11]3[N:12]([CH:13]=[N:14][C:15]=3[C:16]([O:18][CH2:19][C:20]3[CH:35]=[CH:34][CH:33]=[CH:30][C:29]=3[Cl:28])=[O:17])[C:6]=2[CH:5]=[CH:4][CH:3]=1 |f:1.2|. Procedure details: A mixture of 3.45 g (10 mmol) of ethyl (S)-8-chloro-11,12,13,13a-tetrahydro-9-oxo-9H-imidazo[1,5-a]pyrrolo[2,1-c][1,4]benzodiazepine-1-carboxylate, 100 mg of powdered potassium cyanide and 14.20 g (100 mmol) of 2-chlorobenzyl alcohol is stirred at 130° for 90 hours, the mixture is diluted with about 30 ml of methylene chloride and chromatographed on about 300 g of silica gel while eluting with ethyl acetate. By recrystallization from ethyl acetate there is obtained o-chlorobenzyl (S)-8-chloro-11... Reactants: BrC1=CC=C(C(=S)N)C=C1 (4-bromothiobenzamide), ClCC(CCCC#N)=O (6-chloro-5-oxohexanenitrile), C1(=CC=CC=C1)C (toluene). The product is BrC1=CC=C(C=C1)C=1SC=C(N1)C(CC#N)C (3-[2-(4-bromophenyl)thiazol-4-yl]butanenitrile). As a reaction SMILES: [Br:1][C:2]1[CH:10]=[CH:9][C:5]([C:6]([NH2:8])=[S:7])=[CH:4][CH:3]=1.ClC[C:13](=O)[CH2:14][CH2:15][CH2:16][C:17]#[N:18].[C:20]1(C)C=CC=CC=1>>[Br:1][C:2]1[CH:10]=[CH:9][C:5]([C:6]2[S:7][CH:13]=[C:14]([CH:15]([CH3:20])[CH2:16][C:17]#[N:18])[N:8]=2)=[CH:4][CH:3]=1. Reported procedure: A mixture of 4-bromothiobenzamide (2.16 g., 0.01 mole) and 6-chloro-5-oxohexanenitrile (2.28 g., 0.012 mole) is heated at 60° C. in toluene for 12 hours. On cooling and partial evaporation, there is obtained 3-[2-(4-bromophenyl)thiazol-4-yl]butanenitrile.